This data is from the Open Reaction Database (ORD), a public repository of structured organic reaction records. The task is: describe an organic reaction: reactants, conditions, products, and yield The reactants are COCOc1cc(C2CCCC2C(=O)OC)c(OCOC)c(C(C)(C)O[SiH2]C(C)(C)C)c1, CNOC, CC(C)[Mg+], [Cl-], Cl. The product is COCOc1cc(C2CCCC2C(=O)N(C)OC)c(OCOC)c(C(C)(C)O[SiH2]C(C)(C)C)c1. Reaction SMILES: [CH3:1][O:2][C:3](=[O:4])[CH:5]1[CH:6]([c:10]2[c:11]([O:29][CH2:30][O:31][CH3:32])[c:12]([C:20]([O:21][SiH2:22][C:23]([CH3:24])([CH3:25])[CH3:26])([CH3:27])[CH3:28])[cH:13][c:14]([O:16][CH2:17][O:18][CH3:19])[cH:15]2)[CH2:7][CH2:8][CH2:9]1.[CH3:34][NH:35][O:36][CH3:37].[CH:39]([Mg+:40])([CH3:41])[CH3:42].[Cl-:38].[ClH:33]>>[C:3](=[O:4])([CH:5]1[CH:6]([c:10]2[c:11]([O:29][CH2:30][O:31][CH3:32])[c:12]([C:20]([O:21][SiH2:22][C:23]([CH3:24])([CH3:25])[CH3:26])([CH3:27])[CH3:28])[cH:13][c:14]([O:16][CH2:17][O:18][CH3:19])[cH:15]2)[CH2:7][CH2:8][CH2:9]1)[N:35]([CH3:34])[O:36][CH3:37]. Reactants: C1COCCO1, COC(=O)c1cnc(N2CCN(CCN)CC2)s1, C[O-], CO, Cl, Cl, NO, [Na+]. Product: NCCN1CCN(c2ncc(C(=O)NO)s2)CC1. As a reaction SMILES: [CH2:28]1[O:29][CH2:30][CH2:31][O:32][CH2:33]1.[CH3:1][O:2][C:3](=[O:4])[c:5]1[cH:6][n:7][c:8]([N:10]2[CH2:11][CH2:12][N:13]([CH2:16][CH2:17][NH2:18])[CH2:14][CH2:15]2)[s:9]1.[CH3:22][O-:23].[CH3:25][OH:26].[ClH:19].[ClH:27].[NH2:20][OH:21].[Na+:24]>>[O:2]=[C:3]([c:5]1[cH:6][n:7][c:8]([N:10]2[CH2:11][CH2:12][N:13]([CH2:16][CH2:17][NH2:18])[CH2:14][CH2:15]2)[s:9]1)[NH:20][OH:21]. Starting materials: O=C([O-])[O-], CCC(CC)c1cc(C)nn2c(I)c(C(F)(F)F)nc12, Clc1csc(N2CCOCC2)n1, [Cs+], [Cs+], O=C(C=Cc1ccccc1)C=Cc1ccccc1, CN(C)C=O, O=C(C=Cc1ccccc1)C=Cc1ccccc1, O=C(C=Cc1ccccc1)C=Cc1ccccc1, [Pd], [Pd], c1ccc(P(c2ccccc2)c2ccccc2)cc1. Yields the product CCC(CC)c1cc(C)nn2c(-c3sc(N4CCOCC4)nc3Cl)c(C(F)(F)F)nc12. As a reaction SMILES: [C:33](=[O:34])([O-:35])[O-:36].[CH2:1]([CH3:2])[CH:3]([CH2:4][CH3:5])[c:6]1[c:7]2[n:8]([n:9][c:10]([CH3:12])[cH:11]1)[c:13]([I:20])[c:14]([C:16]([F:17])([F:18])[F:19])[n:15]2.[Cl:21][c:22]1[n:23][c:24]([N:27]2[CH2:28][CH2:29][O:30][CH2:31][CH2:32]2)[s:25][cH:26]1.[Cs+:37].[Cs+:38].[O:101]=[C:102]([CH:103]=[CH:104][c:105]1[cH:106][cH:107][cH:108][cH:109][cH:110]1)[CH:111]=[CH:112][c:113]1[cH:114][cH:115][cH:116][cH:117][cH:118]1.[O:58]=[CH:59][N:60]([CH3:61])[CH3:62].[O:65]=[C:66]([CH:67]=[CH:68][c:69]1[cH:70][cH:71][cH:72][cH:73][cH:74]1)[CH:75]=[CH:76][c:77]1[cH:78][cH:79][cH:80][cH:81][cH:82]1.[O:83]=[C:84]([CH:85]=[CH:86][c:87]1[cH:88][cH:89][cH:90][cH:91][cH:92]1)[CH:93]=[CH:94][c:95]1[cH:96][cH:97][cH:98][cH:99][cH:100]1.[Pd:63].[Pd:64].[c:39]1([P:40]([c:41]2[cH:42][cH:43][cH:44][cH:45][cH:46]2)[c:47]2[cH:48][cH:49][cH:50][cH:51][cH:52]2)[cH:53][cH:54][cH:55][cH:56][cH:57]1>>[CH2:1]([CH3:2])[CH:3]([CH2:4][CH3:5])[c:6]1[c:7]2[n:8]([n:9][c:10]([CH3:12])[cH:11]1)[c:13](-[c:26]1[c:22]([Cl:21])[n:23][c:24]([N:27]3[CH2:28][CH2:29][O:30][CH2:31][CH2:32]3)[s:25]1)[c:14]([C:16]([F:17])([F:18])[F:19])[n:15]2. The reactants are NCC(O)(Cn1cncn1)c1ccc(Cl)cc1Cl, O=S(=O)(Cl)c1cccs1. Yields the product O=S(=O)(NCC(O)(Cn1cncn1)c1ccc(Cl)cc1Cl)c1cccs1. RXN SMILES: [NH2:1][CH2:2][C:3]([CH2:4][n:5]1[n:6][cH:7][n:8][cH:9]1)([OH:10])[c:11]1[c:12]([Cl:18])[cH:13][c:14]([Cl:17])[cH:15][cH:16]1.[s:19]1[c:20]([S:24](=[O:25])(=[O:26])[Cl:27])[cH:21][cH:22][cH:23]1>>[NH:1]([CH2:2][C:3]([CH2:4][n:5]1[n:6][cH:7][n:8][cH:9]1)([OH:10])[c:11]1[c:12]([Cl:18])[cH:13][c:14]([Cl:17])[cH:15][cH:16]1)[S:24]([c:20]1[s:19][cH:23][cH:22][cH:21]1)(=[O:25])=[O:26]. The reactants are CC(=O)N1CCC(N(C(=O)Nc2ncc(SCC(=O)N3CCCCC3)s2)C2CCC(C)CC2)CC1, CC(=O)N1CCC(N(C(=O)Nc2ncc(SCC(=O)O)s2)C2CCC(C)CC2)CC1, CCNCC. Yields the product CCN(CC)C(=O)CSc1cnc(NC(=O)N(C2CCC(C)CC2)C2CCN(C(C)=O)CC2)s1. Reaction SMILES: [C:1]([CH3:2])(=[O:3])[N:4]1[CH2:5][CH2:6][CH:7]([N:10]([C:11](=[O:12])[NH:13][c:14]2[s:15][c:16]([S:19][CH2:20][C:21]([N:22]3[CH2:23][CH2:24][CH2:25][CH2:26][CH2:27]3)=[O:28])[cH:17][n:18]2)[CH:29]2[CH2:30][CH2:31][CH:32]([CH3:35])[CH2:33][CH2:34]2)[CH2:8][CH2:9]1.[C:36]([N:37]1[CH2:38][CH2:39][CH:40]([N:41]([CH:42]2[CH2:43][CH2:44][CH:45]([CH3:46])[CH2:47][CH2:48]2)[C:49](=[O:50])[NH:51][c:52]2[s:53][c:54]([S:55][CH2:56][C:57]([OH:58])=[O:59])[cH:60][n:61]2)[CH2:62][CH2:63]1)(=[O:64])[CH3:65].[CH2:66]([NH:67][CH2:68][CH3:69])[CH3:70]>>[C:1]([CH3:2])(=[O:3])[N:4]1[CH2:5][CH2:6][CH:7]([N:10]([C:11](=[O:12])[NH:13][c:14]2[s:15][c:16]([S:19][CH2:20][C:21]([N:22]([CH2:23][CH3:24])[CH2:27][CH3:26])=[O:28])[cH:17][n:18]2)[CH:29]2[CH2:30][CH2:31][CH:32]([CH3:35])[CH2:33][CH2:34]2)[CH2:8][CH2:9]1.